From a dataset of the Open Reaction Database (ORD), a public repository of structured organic reaction records. describe an organic reaction: reactants, conditions, products, and yield Reactants: C(C)(C)(C)OC(NC1=C(C=C(C=C1)C1=C(C=CC=C1)F)N)=O ((3-amino-2′-fluoro-biphenyl-4-yl)-carbamic acid tert-butyl ester), C(C)(C)(C)OC(CC(C1=CC(=CC=C1)C1=NC=CC=C1)=O)=O (3-oxo-3-(3-pyridin-2-yl-phenyl)-propionic acid tert-butyl ester). The product is C(C)(C)(C)OC(NC1=C(C=C(C=C1)C1=C(C=CC=C1)F)NC(CC(C1=CC(=CC=C1)C1=NC=CC=C1)=O)=O)=O ({2′-Fluoro-3-[3-oxo-3-(3-pyridin-2-yl-phenyl)-propionylamino]-biphenyl-4-yl}-carbamic acid tert-butyl ester), oil. As a reaction SMILES: [C:1]([O:5][C:6](=[O:22])[NH:7][C:8]1[CH:13]=[CH:12][C:11]([C:14]2[CH:19]=[CH:18][CH:17]=[CH:16][C:15]=2[F:20])=[CH:10][C:9]=1[NH2:21])([CH3:4])([CH3:3])[CH3:2].C([O:27][C:28](=O)[CH2:29][C:30](=[O:43])[C:31]1[CH:36]=[CH:35][CH:34]=[C:33]([C:37]2[CH:42]=[CH:41][CH:40]=[CH:39][N:38]=2)[CH:32]=1)(C)(C)C>>[C:1]([O:5][C:6](=[O:22])[NH:7][C:8]1[CH:13]=[CH:12][C:11]([C:14]2[CH:19]=[CH:18][CH:17]=[CH:16][C:15]=2[F:20])=[CH:10][C:9]=1[NH:21][C:28](=[O:27])[CH2:29][C:30](=[O:43])[C:31]1[CH:36]=[CH:35][CH:34]=[C:33]([C:37]2[CH:42]=[CH:41][CH:40]=[CH:39][N:38]=2)[CH:32]=1)([CH3:4])([CH3:2])[CH3:3]. Procedure: The title compound was prepared from (3-amino-2′-fluoro-biphenyl-4-yl)-carbamic acid tert-butyl ester [CAS-No. 335255-65-7] (227 mg, 0.75 mmol) and 3-oxo-3-(3-pyridin-2-yl-phenyl)-propionic acid tert-butyl ester (Example K3) (223 mg, 0.75 mmol) according to the general procedure M. Obtained as a light yellow viscous oil (356 mg). Reactants: N1(C=NC=C1)C1=CC2=C(OCCN(CCO2)C(CC2=CC=C(C=C2)N2C=NC=C2)=O)C=C1 (9-(1H-imidazol-1-yl)-4-[2-[4-(1H-imidazol-1-yl)phenyl]acetyl]-3,4,5,6-tetrahydro-2H-1,7,4-benzodioxazonine), [H-].[Al+3].[Li+].[H-].[H-].[H-] (lithium aluminum hydride). Yields the product N1(C=NC=C1)C1=CC2=C(OCCN(CCO2)CCC2=CC=C(C=C2)N2C=NC=C2)C=C1 (9-(1H-Imidazol-1-yl)-4-[2-[4-(1H-imidazol-1-yl)phenyl]ethyl]-3,4,5,6-tetrahydro-2H-1,7,4-benzodioxazonine). RXN SMILES: [N:1]1([C:6]2[CH:32]=[CH:31][C:9]3[O:10][CH2:11][CH2:12][N:13]([C:17](=O)[CH2:18][C:19]4[CH:24]=[CH:23][C:22]([N:25]5[CH:29]=[CH:28][N:27]=[CH:26]5)=[CH:21][CH:20]=4)[CH2:14][CH2:15][O:16][C:8]=3[CH:7]=2)[CH:5]=[CH:4][N:3]=[CH:2]1.[H-].[Al+3].[Li+].[H-].[H-].[H-]>>[N:1]1([C:6]2[CH:32]=[CH:31][C:9]3[O:10][CH2:11][CH2:12][N:13]([CH2:17][CH2:18][C:19]4[CH:20]=[CH:21][C:22]([N:25]5[CH:29]=[CH:28][N:27]=[CH:26]5)=[CH:23][CH:24]=4)[CH2:14][CH2:15][O:16][C:8]=3[CH:7]=2)[CH:5]=[CH:4][N:3]=[CH:2]1 |f:1.2.3.4.5.6|. Reported procedure: In a manner similar to example 8, react 9-(1H-imidazol-1-yl)-4-[2-[4-(1H-imidazol-1-yl)phenyl]acetyl]-3,4,5,6-tetrahydro-2H-1,7,4-benzodioxazonine with lithium aluminum hydride to obtain the title compound.